This data is from the Open Reaction Database (ORD), a public repository of structured organic reaction records. The task is: describe an organic reaction: reactants, conditions, products, and yield The reactants are CN(C)C=O, CC(=O)OC=O, Cl, Nc1nc(CCl)cs1, O, c1ccncc1. Yields the product O=CNc1nc(CCl)cs1. Reaction SMILES: [CH3:16][N:17]([CH:18]=[O:19])[CH3:20].[CH:21]([O:22][C:23](=[O:24])[CH3:25])=[O:26].[ClH:1].[NH2:2][c:3]1[s:4][cH:5][c:6]([CH2:8][Cl:9])[n:7]1.[OH2:27].[cH:10]1[cH:11][cH:12][n:13][cH:14][cH:15]1>>[NH:2]([c:3]1[s:4][cH:5][c:6]([CH2:8][Cl:9])[n:7]1)[CH:18]=[O:19]. Reactants: ice water, aqueous solution, [OH-].[Na+] (sodium hydroxide), Cl (hydrochloric acid), ClC1=C(C(=O)[O-])C=CC(=C1C=O)Cl (2,4-dichloro-3-formylbenzoate). Solvent: C(C)O (ethanol). Reaction conditions: time 17 hour. Product: ClC1=C(C(=O)O)C=CC(=C1C=O)Cl (2,4-dichloro-3-formylbenzoic acid). As a reaction SMILES: [Cl:1][C:2]1[C:10]([CH:11]=[O:12])=[C:9]([Cl:13])[CH:8]=[CH:7][C:3]=1[C:4]([O-:6])=[O:5].[OH-].[Na+].Cl>C(O)C>[Cl:1][C:2]1[C:10]([CH:11]=[O:12])=[C:9]([Cl:13])[CH:8]=[CH:7][C:3]=1[C:4]([OH:6])=[O:5] |f:1.2|. Procedure: To 5 ml ethanol, was dissolved 2,4-dichloro-3-formylbenzoate in an amount of 1.04 g, and the resulting solution was then added with 10 ml aqueous solution of 1N-sodium hydroxide and further stirred for 17 hours at an ambient temperature. The reacted-mixture was poured into 40 ml ice water and then acidified with concentrated hydrochloric acid, and the crystals resulted were filtrated and then dried to obtain an objective product, 2,4-dichloro-3-formylbenzoic acid in an amount of 0.75 g in crysta...